Dataset: the Open Reaction Database (ORD), a public repository of structured organic reaction records. Task: describe an organic reaction: reactants, conditions, products, and yield The reactants are C(C1=CC=CC=C1)(=O)Cl (Benzoyl chloride), aqueous solution, NC1=CC=CC=C1 (aniline), Cl (HCl), NC1=CC=CC=C1 (aniline), C(C1=CC=CC=C1)(=O)Cl (benzoyl chloride), CC(=O)C (acetone), CC(=O)C (acetone). Yields the product C1(=CC=CC=C1)NC(C1=CC=CC=C1)=O (N-phenylbenzamide). Run in O (water). Reaction SMILES: [NH2:1][C:2]1[CH:7]=[CH:6][CH:5]=[CH:4][CH:3]=1.[C:8](Cl)(=[O:15])[C:9]1[CH:14]=[CH:13][CH:12]=[CH:11][CH:10]=1.CC(C)=O.Cl>O>[C:2]1([NH:1][C:8](=[O:15])[C:9]2[CH:14]=[CH:13][CH:12]=[CH:11][CH:10]=2)[CH:7]=[CH:6][CH:5]=[CH:4][CH:3]=1. Conditions: time 1.5 hour. Reported procedure: N-phenylbenzamide (Structure II) is synthesized from aniline and benzoyl chloride using acetone as a reaction media and an aqueous solution of NAOH to neutralize the HCl generated. A 20 ml aqueous solution of NAOH (2.57 grams, 0.064 moles) and 6.0 grams (0.064 moles) of aniline are first added to a stirred 250 ml flask containing 75 ml of acetone. Benzoyl chloride (9.06 grams, 0.064 moles) is next added over a five minute period. This reaction mixture which now contains a white precipitate is st... Reactants: O=C1CCC(O1)C(=O)[O-] (tetrahydro-5-oxo-2-furancarboxylate), CCOC(=O)C1=C(NC(=C(C1C=2C=CC=CC2Cl)C(=O)OC)C)COCCN.C=1C=CC(=CC1)S(=O)(=O)O (amlodipine besylate). Run in O (water). The product is CCOC(=O)C1=C(NC(=C(C1C=2C=CC=CC2Cl)C(=O)OC)C)COCCN.O=C1CCC(O1)C(=O)[O-] (Amlodipine Tetrahydro-5-oxo-2-furancarboxylate). RXN SMILES: [O:1]=[C:2]1[O:6][CH:5]([C:7]([O-:9])=[O:8])[CH2:4][CH2:3]1.[CH3:10][CH2:11][O:12][C:13]([C:15]1[CH:20]([C:21]2[CH:22]=[CH:23][CH:24]=[CH:25][C:26]=2[Cl:27])[C:19]([C:28]([O:30][CH3:31])=[O:29])=[C:18]([CH3:32])[NH:17][C:16]=1[CH2:33][O:34][CH2:35][CH2:36][NH2:37])=[O:14].C1C=CC(S(O)(=O)=O)=CC=1>O>[CH3:10][CH2:11][O:12][C:13]([C:15]1[CH:20]([C:21]2[CH:22]=[CH:23][CH:24]=[CH:25][C:26]=2[Cl:27])[C:19]([C:28]([O:30][CH3:31])=[O:29])=[C:18]([CH3:32])[NH:17][C:16]=1[CH2:33][O:34][CH2:35][CH2:36][NH2:37])=[O:14].[O:1]=[C:2]1[O:6][CH:5]([C:7]([O-:9])=[O:8])[CH2:4][CH2:3]1 |f:1.2,4.5|. Procedure: To investigate the stability in an aqueous state, mlodipine tetrahydro-5-oxo-2-furancarboxylate prepared in Example 3 and amlodipine besylate prepared in Reference Example 1 were separately dissolved in distilled water. The resulting aqueous solutions were stored at 25° C. for 4 weeks in the dark, after which a measurement was made of the contents of the salts with resort to HPLC under the same conditions as in the solid state.